describe an organic reaction: reactants, conditions, products, and yield From a dataset of the Open Reaction Database (ORD), a public repository of structured organic reaction records. The reactants are C(C)O (ethanol), C(#N)N1CCN(CC1)C1=NC2=CC(=C(C=C2C(=N1)N)OC)OC (2-(4-cyanopiperazin-1-yl)-4-amino-6,7-dimethoxyquinazoline), [Na] (sodium), [Na] (sodium). Solvent: C(C)(=O)O (acetic acid). The product is C(C)OC(=N)N1CCN(CC1)C1=NC2=CC(=C(C=C2C(=N1)N)OC)OC (4-(4-Amino-6,7-dimethoxyquinazolin-2-yl)piperazine-1-imidic Acid Ethyl Ester). Reaction SMILES: [CH2:1]([OH:3])[CH3:2].[Na].[C:5]([N:7]1[CH2:12][CH2:11][N:10]([C:13]2[N:22]=[C:21]([NH2:23])[C:20]3[C:15](=[CH:16][C:17]([O:26][CH3:27])=[C:18]([O:24][CH3:25])[CH:19]=3)[N:14]=2)[CH2:9][CH2:8]1)#[N:6]>C(O)(=O)C>[CH2:1]([O:3][C:5]([N:7]1[CH2:12][CH2:11][N:10]([C:13]2[N:22]=[C:21]([NH2:23])[C:20]3[C:15](=[CH:16][C:17]([O:26][CH3:27])=[C:18]([O:24][CH3:25])[CH:19]=3)[N:14]=2)[CH2:9][CH2:8]1)=[NH:6])[CH3:2] |^1:3|. Reported procedure: To a dry flask equipped with stirrer, thermometer and reflux condenser is placed 25 ml. of ethanol and sodium metal, 0.253 g. (0.011 g. atom) is added in portions. When the sodium is completely reacted, 3.14 g. (0.01 mole) of 2-(4-cyanopiperazin-1-yl)-4-amino-6,7-dimethoxyquinazoline is added and the resulting mixture is refluxed for 5 hours. After cooling to room temperature, glacial acetic acid is added to neutralize the mixture. After evaporation to dryness, 25 ml. of water and 50 ml. of chlo... The solvent is CS(=O)C (dimethyl sulfoxide). Reaction conditions: time 15 minute. Procedure: 5-(2,3-Diacetoxypropionylamino)-3-acetoxymethyl-N-(2-acetoxyethyl)-2,4,6-triiodobenzamide (8.65 g, 10.3 mmol) was dissolved in dimethyl sulfoxide (10 ml) at room temperature. Cesium carbonate (3.88 g, 11.8 mmol) was added and after stirring at room temperature for 15 min, the mixture was cooled in an ice bath. Allyl bromide (2.10 g, 17.3 mmol) was added dropwise and the mixture was then stirred for 17 h at room temperature. The reaction mixture was transferred onto aqueous hydrochloric acid (0.1... Product: C(C=C)N(C=1C(=C(C(=C(C(=O)NCCOC(C)=O)C1I)I)COC(C)=O)I)C(C(COC(C)=O)OC(C)=O)=O (5-[N′-(2-Propenyl)-2,3-diacetoxypropionylamino]-3-acetoxymethyl-N-(2-acetoxyethyl)-2,4,6-triiodobenzamide). Reaction SMILES: [C:1]([O:4][CH:5]([CH2:32][O:33][C:34](=[O:36])[CH3:35])[C:6]([NH:8][C:9]1[C:10]([I:31])=[C:11]([CH2:26][O:27][C:28](=[O:30])[CH3:29])[C:12]([I:25])=[C:13]([C:23]=1[I:24])[C:14]([NH:16][CH2:17][CH2:18][O:19][C:20](=[O:22])[CH3:21])=[O:15])=[O:7])(=[O:3])[CH3:2].C(=O)([O-])[O-].[Cs+].[Cs+].[CH2:43](Br)[CH:44]=[CH2:45].Cl>CS(C)=O>[CH2:45]([N:8]([C:6](=[O:7])[CH:5]([O:4][C:1](=[O:3])[CH3:2])[CH2:32][O:33][C:34](=[O:36])[CH3:35])[C:9]1[C:10]([I:31])=[C:11]([CH2:26][O:27][C:28](=[O:30])[CH3:29])[C:12]([I:25])=[C:13]([C:23]=1[I:24])[C:14]([NH:16][CH2:17][CH2:18][O:19][C:20](=[O:22])[CH3:21])=[O:15])[CH:44]=[CH2:43] |f:1.2.3|. Starting materials: Cl (hydrochloric acid), C(C)(=O)OC(C(=O)NC=1C(=C(C(=C(C(=O)NCCOC(C)=O)C1I)I)COC(C)=O)I)COC(C)=O (5-(2,3-Diacetoxypropionylamino)-3-acetoxymethyl-N-(2-acetoxyethyl)-2,4,6-triiodobenzamide), C(C=C)Br (Allyl bromide), C([O-])([O-])=O.[Cs+].[Cs+] (Cesium carbonate). The reactants are [Cl-], CCOC(=O)Cc1cc(Cl)c(OCC(F)(F)F)c(-c2ccc(C(F)(F)F)cc2)c1, [H-], ICCOCCI, [NH4+], [Na+], CN(C)C=O. The product is CCOC(=O)C1(c2cc(Cl)c(OCC(F)(F)F)c(-c3ccc(C(F)(F)F)cc3)c2)CCOCC1. RXN SMILES: [Cl-:39].[Cl:1][c:2]1[cH:3][c:4]([CH2:24][C:25](=[O:26])[O:27][CH2:28][CH3:29])[cH:5][c:6](-[c:14]2[cH:15][cH:16][c:17]([C:20]([F:21])([F:22])[F:23])[cH:18][cH:19]2)[c:7]1[O:8][CH2:9][C:10]([F:11])([F:12])[F:13].[H-:31].[I:32][CH2:33][CH2:34][O:35][CH2:36][CH2:37][I:38].[NH4+:40].[Na+:30].[O:41]=[CH:42][N:43]([CH3:44])[CH3:45]>>[Cl:1][c:2]1[cH:3][c:4]([C:24]2([C:25](=[O:26])[O:27][CH2:28][CH3:29])[CH2:33][CH2:34][O:35][CH2:36][CH2:37]2)[cH:5][c:6](-[c:14]2[cH:15][cH:16][c:17]([C:20]([F:21])([F:22])[F:23])[cH:18][cH:19]2)[c:7]1[O:8][CH2:9][C:10]([F:11])([F:12])[F:13]. Reactants: CCCCCCCCc1ccc(S(=O)(=O)Cl)cc1, Nc1nncs1, O, c1ccncc1. Yields the product CCCCCCCCc1ccc(S(=O)(=O)Nc2nncs2)cc1. RXN SMILES: [CH2:7]([CH2:8][CH2:9][CH2:10][CH2:11][CH2:12][CH2:13][CH3:14])[c:15]1[cH:16][cH:17][c:18]([S:21](=[O:22])(=[O:23])[Cl:24])[cH:19][cH:20]1.[NH2:1][c:2]1[s:3][cH:4][n:5][n:6]1.[OH2:25].[cH:26]1[cH:27][cH:28][n:29][cH:30][cH:31]1>>[NH:1]([c:2]1[s:3][cH:4][n:5][n:6]1)[S:21]([c:18]1[cH:17][cH:16][c:15]([CH2:7][CH2:8][CH2:9][CH2:10][CH2:11][CH2:12][CH2:13][CH3:14])[cH:20][cH:19]1)(=[O:22])=[O:23]. Procedure details: A mixture of S,N-dimethyl-N'-nitroisothiourea (0.5 g), CH3CN (6 ml) and pyridine (1 ml) was cooled to 0° C. To the cooled mixture was added benzoyl chloride (1 g) dropwise in 5 minutes under stirring. After stirring at the same temperature for 1 hour, benzoyl chloride (0.4 g) was added to the mixture which was stirred at room temperature for 1 hour. The reaction mixture was poured into 50 ml of 2N hydrochloric acid and the resulting mixture was extracted with CHCl3. The extract was dried over Mg... Yield: 83.6%. The solvent is N1=CC=CC=C1 (pyridine). As a reaction SMILES: [CH3:1][S:2][C:3](=[N:6][N+:7]([O-:9])=[O:8])[NH:4][CH3:5].CC#N.[C:13](Cl)(=[O:20])[C:14]1[CH:19]=[CH:18][CH:17]=[CH:16][CH:15]=1.Cl>N1C=CC=CC=1>[C:13]([N:4]([CH3:5])[C:3](=[N:6][N+:7]([O-:9])=[O:8])[S:2][CH3:1])(=[O:20])[C:14]1[CH:19]=[CH:18][CH:17]=[CH:16][CH:15]=1. The product is C(C1=CC=CC=C1)(=O)N(C(SC)=N[N+](=O)[O-])C (N-benzoyl-S,N-dimethyl-N'-nitroisothiourea). The reactants are C(C1=CC=CC=C1)(=O)Cl (benzoyl chloride), Cl (hydrochloric acid), CSC(NC)=N[N+](=O)[O-] (S,N-dimethyl-N'-nitroisothiourea), CC#N (CH3CN), C(C1=CC=CC=C1)(=O)Cl (benzoyl chloride). Conditions: temperature 0 celsius. Reactants: O=C1NC(=O)C2(CCN(Cc3ccccc3)CC2)N1c1ccc(F)cc1, CO, ClCCCl, CC(Cl)OC(=O)Cl. Yields the product O=C1NC(=O)C2(CCNCC2)N1c1ccc(F)cc1. As a reaction SMILES: [CH2:1]([c:2]1[cH:3][cH:4][cH:5][cH:6][cH:7]1)[N:8]1[CH2:9][CH2:10][C:11]2([C:12](=[O:24])[NH:13][C:14](=[O:23])[N:15]2[c:16]2[cH:17][cH:18][c:19]([F:22])[cH:20][cH:21]2)[CH2:25][CH2:26]1.[CH3:38][OH:39].[Cl:27][CH2:28][CH2:29][Cl:30].[Cl:31][C:32]([O:33][CH:34]([Cl:35])[CH3:36])=[O:37]>>[NH:8]1[CH2:9][CH2:10][C:11]2([C:12](=[O:24])[NH:13][C:14](=[O:23])[N:15]2[c:16]2[cH:17][cH:18][c:19]([F:22])[cH:20][cH:21]2)[CH2:25][CH2:26]1. Reactants: NC1=C(OC2=NC(=C(C=C21)C2=CC=C(C=C2)Cl)C2=C(C=C(C=C2)Cl)Cl)C(=O)C=2C=NC=CC2 ([3-Amino-5-(4-chlorophenyl)-6-(2,4-dichlorophenyl)furo[2,3-b]pyridin-2-yl](pyridin-3-yl)methanone), ClC(=O)OC (methyl chloroformate), C(C)(C)N(CC)C(C)C (diisopropylethylamine). Run in C(Cl)Cl (CH2Cl2). Conditions: time 16 hour. The product is ClC1=CC=C(C=C1)C=1C=C2C(=NC1C1=C(C=C(C=C1)Cl)Cl)OC(=C2NC(OC)=O)C(=O)C=2C=NC=CC2 (Methyl 5-(4-chlorophenyl)-6-(2,4-dichlorophenyl)-2-(pyridin-3-ylcarbonyl)furo[2,3-b]pyridin-3-ylcarbamate). Reaction SMILES: [NH2:1][C:2]1[C:10]2[C:5](=[N:6][C:7]([C:18]3[CH:23]=[CH:22][C:21]([Cl:24])=[CH:20][C:19]=3[Cl:25])=[C:8]([C:11]3[CH:16]=[CH:15][C:14]([Cl:17])=[CH:13][CH:12]=3)[CH:9]=2)[O:4][C:3]=1[C:26]([C:28]1[CH:29]=[N:30][CH:31]=[CH:32][CH:33]=1)=[O:27].Cl[C:35]([O:37][CH3:38])=[O:36].C(N(C(C)C)CC)(C)C>C(Cl)Cl>[Cl:17][C:14]1[CH:13]=[CH:12][C:11]([C:8]2[CH:9]=[C:10]3[C:2]([NH:1][C:35](=[O:36])[O:37][CH3:38])=[C:3]([C:26]([C:28]4[CH:29]=[N:30][CH:31]=[CH:32][CH:33]=4)=[O:27])[O:4][C:5]3=[N:6][C:7]=2[C:18]2[CH:23]=[CH:22][C:21]([Cl:24])=[CH:20][C:19]=2[Cl:25])=[CH:16][CH:15]=1. Reported procedure: A solution of 0.030 g (0.0607 mmol) of the product from Example 26 in CH2Cl2 (0.6 mL) at 0° C. was treated with methyl chloroformate (5 μL; 0.0607 mmol) followed by diisopropylethylamine (10 μL; 0.0607 mmol). After the addition, the reaction mixture was warmed to room temperature and stirred for 16 hours. The reaction was quenched with saturated NaHCO3 solution. The reaction mixture was partitioned between ethyl acetate and saturated NaHCO3 solution. The organic layer was washed twice with satur... Starting materials: COCCCCN1C(=CC=C1)C(=O)OC (Methyl 1-(4-methoxybutyl)-1H-pyrrole-2-carboxylate), BrN1C(CCC1=O)=O (N-bromosuccinimide). Run in ClCCl (dichloromethane). Reaction conditions: time 1 hour. Product: BrC1=CC=C(N1)C(=O)OC (methyl 5-bromo-1H-pyrrole-2-carboxylate). The yield is 50.6%. Reaction SMILES: COCCCC[N:7]1[CH:11]=[CH:10][CH:9]=[C:8]1[C:12]([O:14][CH3:15])=[O:13].[Br:16]N1C(=O)CCC1=O>ClCCl>[Br:16][C:11]1[NH:7][C:8]([C:12]([O:14][CH3:15])=[O:13])=[CH:9][CH:10]=1. Procedure: Methyl 1-(4-methoxybutyl)-1H-pyrrole-2-carboxylate (4.5 g) was dissolved in dichloromethane (30 ml), N-bromosuccinimide (4.0 g) was added and the mixture was stirred for 1 hr. The reaction mixture was washed successively with water and brine, and dried over anhydrous sodium sulfate. The solvent was evaporated under reduced pressure. The residue was subjected to silica gel column chromatography, and a fraction eluted with ethyl acetate-hexane (1:4) was concentrated under reduced pressure to give ...